From a dataset of the Open Reaction Database (ORD), a public repository of structured organic reaction records. describe an organic reaction: reactants, conditions, products, and yield Reactants: C(CCC)(O)O (butanediol), CC1([C@@H](N2[C@H](S1)[C@@H](C2=O)NC(=O)CC=3C=CC=CC3)C(=O)O)C (penicillin G). The product is 6, C1(=CC=CC=C1)CC(=O)O (phenylacetic acid). Reaction SMILES: CC1(C)S[C@@H]2[C@H](N[C:11]([CH2:13][C:14]3[CH:15]=[CH:16][CH:17]=[CH:18][CH:19]=3)=[O:12])C(=O)N2[C@H]1C(O)=O.C(O)([OH:28])CCC>>[C:14]1([CH2:13][C:11]([OH:12])=[O:28])[CH:15]=[CH:16][CH:17]=[CH:18][CH:19]=1. Procedure details: A solution of 40 mM of 6 APA and 200 mM of phenylacetic acid in 50% butanediol/50% acetate 50 mM is prepared at a pH of 6.5. The column is thermostatized at 4° C. The rest of the conditions are as in example 1. In these conditions, the degree of conversion of 6 APA to penicillin G is higher than 85%. Reaction SMILES: [Br-:23].[Br:1][c:2]1[cH:3][c:4]([C:5](=[O:6])[O:7][C:8]([CH3:9])([CH3:10])[CH3:11])[cH:12][c:13]([C:15]2=[N:16][O:17][C:18]3([CH2:19][CH2:20][CH2:21]3)[CH2:22]2)[cH:14]1.[CH3:24][c:25]1[cH:26][cH:27][c:28]([Zn+:31])[n:29][cH:30]1.[O:32]1[CH2:33][CH2:34][O:35][CH2:36][CH2:37]1>>[c:2]1(-[c:28]2[cH:27][cH:26][c:25]([CH3:24])[cH:30][n:29]2)[cH:3][c:4]([C:5](=[O:6])[O:7][C:8]([CH3:9])([CH3:10])[CH3:11])[cH:12][c:13]([C:15]2=[N:16][O:17][C:18]3([CH2:19][CH2:20][CH2:21]3)[CH2:22]2)[cH:14]1. Yields the product Cc1ccc(-c2cc(C(=O)OC(C)(C)C)cc(C3=NOC4(CCC4)C3)c2)nc1. Reactants: [Br-], CC(C)(C)OC(=O)c1cc(Br)cc(C2=NOC3(CCC3)C2)c1, Cc1ccc([Zn+])nc1, C1COCCO1. Reactants: ClC1=CC=CC(=C1C(=O)O)SC(=S)OCC (6-chloro-2-[ethoxy(thiocarbonyl)thio]benzoic acid), [OH-].[Na+] (sodium hydroxide), Cl (hydrochloric acid). The solvent is CO (methanol). Run at time 18 hour. Yields the product ClC1=CC=CC(=C1C(=O)O)S (6-chloro-2-mercaptobenzoic acid). Yield: 106.0%. RXN SMILES: [Cl:1][C:2]1[C:7]([C:8]([OH:10])=[O:9])=[C:6]([S:11]C(OCC)=S)[CH:5]=[CH:4][CH:3]=1.[OH-].[Na+].Cl>CO>[Cl:1][C:2]1[C:7]([C:8]([OH:10])=[O:9])=[C:6]([SH:11])[CH:5]=[CH:4][CH:3]=1 |f:1.2|. Procedure: To a stirred solution of 2.0 grams (0.007 mole) of 6-chloro-2-[ethoxy(thiocarbonyl)thio]benzoic acid in 50 mL of methanol was added 30 ml of aqueous 10% sodium hydroxide. The reaction mixture was warmed to reflux where it stirred for about 18 hours. After this time the reaction mixture was cooled to ambient temperature and was acidified with concentrated hydrochloric acid. The mixture was extracted with ethyl acetate, and the extract was dried with magnesium sulfate. The mixture was filtered, an... Starting materials: FC1=CC(=CC=C1)F (1,3-difluorobenzene), [Al+3].[Cl-].[Cl-].[Cl-] (AlCl3), Ice, [Cl-].C(C(=O)[O-])(=O)OC (methyl oxalate chloride). Run in C(=S)=S (carbon disulfide). Reaction conditions: temperature 20 celsius, time 2.5 hour. Yields the product FC1=C(C=CC(=C1)F)C(C(=O)OC)=O (methyl 2,4-difluorophenylglyoxylate). Reaction SMILES: [F:1][C:2]1[CH:7]=[CH:6][CH:5]=[C:4]([F:8])[CH:3]=1.[Al+3].[Cl-].[Cl-].[Cl-].[Cl-].[C:14]([O:19][CH3:20])(=[O:18])[C:15]([O-])=[O:16]>C(=S)=S>[F:1][C:2]1[CH:3]=[C:4]([F:8])[CH:5]=[CH:6][C:7]=1[C:15](=[O:16])[C:14]([O:19][CH3:20])=[O:18] |f:1.2.3.4,5.6|. Reported procedure: 50 g (0.44 mol) of 1,3-difluorobenzene is dissolved at 20° C. in 135 ml of carbon disulfide with 73.5 g (0.55 mol) AlCl3 and then 55.15 g (0.45 mol) of methyl oxalate chloride is added and the mixture is stirred for 2.5 hours at 20° C. Ice-cold 2 N aqueous hydrochloric acid is added dropwise while cooling, extracted with ethyl acetate; the organic phase is washed with water and 10% aqueous Na2CO3 solution, dried over MgSO4, and evaporated to dryness. Yield: 38.0 g (43% of theory).